From a dataset of the Open Reaction Database (ORD), a public repository of structured organic reaction records. describe an organic reaction: reactants, conditions, products, and yield The reactants are N-Aryl-benzenesulfonamides, NC1=C(C=C(C=C1)Br)C(=O)C1=CC=CC=C1 ((2-amino-5-bromo-phenyl)-phenyl-methanone), O1C=NC=C1C1=CC=C(C=C1)S(=O)(=O)Cl (4-oxazol-5-yl-benzenesulfonyl chloride). Product: C(C1=CC=CC=C1)(=O)C1=C(C=CC(=C1)Br)NS(=O)(=O)C1=CC=C(C=C1)C1=CN=CO1 (N-(2-Benzoyl-4-bromo-phenyl)-4-oxazol-5-yl-benzenesulfonamide). As a reaction SMILES: [NH2:1][C:2]1[CH:7]=[CH:6][C:5]([Br:8])=[CH:4][C:3]=1[C:9]([C:11]1[CH:16]=[CH:15][CH:14]=[CH:13][CH:12]=1)=[O:10].[O:17]1[C:21]([C:22]2[CH:27]=[CH:26][C:25]([S:28](Cl)(=[O:30])=[O:29])=[CH:24][CH:23]=2)=[CH:20][N:19]=[CH:18]1>>[C:9]([C:3]1[CH:4]=[C:5]([Br:8])[CH:6]=[CH:7][C:2]=1[NH:1][S:28]([C:25]1[CH:26]=[CH:27][C:22]([C:21]2[O:17][CH:18]=[N:19][CH:20]=2)=[CH:23][CH:24]=1)(=[O:29])=[O:30])(=[O:10])[C:11]1[CH:12]=[CH:13][CH:14]=[CH:15][CH:16]=1. Procedure: The title compound was prepared according to the general procedure for the synthesis of N-Aryl-benzenesulfonamides previously described using 138 mg of (2-amino-5-bromo-phenyl)-phenyl-methanone and 121 mg of 4-oxazol-5-yl-benzenesulfonyl chloride. 1H-NMR (400 MHz, CDCl3): δ 7.25-7.35 (m, 5H), 7.45-7.49 (m, 4H), 7.63-7.71 (m, 4H), 7.95 (s, 1H), 9.67 (s, 1H). MS: m/z 484.3 (M++1). Reaction SMILES: [CH2:70]1[O:71][CH2:72][CH2:73][CH2:74]1.[Cl:1][c:2]1[cH:3][cH:4][c:5](-[c:8]2[s:9][c:10]3[c:11](=[O:26])[n:12](-[c:17]4[cH:18][c:19]([O:24][CH3:25])[c:20]([OH:23])[cH:21][cH:22]4)[cH:13][cH:14][c:15]3[n:16]2)[cH:6][cH:7]1.[O:56]=[C:57]([O:58][CH:59]([CH3:60])[CH3:61])[N:62]=[N:63][C:64]([O:65][CH:66]([CH3:67])[CH3:68])=[O:69].[OH2:75].[OH:27][CH2:28][CH2:29][N:30]1[C:31](=[O:36])[CH2:32][O:33][CH2:34][CH2:35]1.[c:37]1([P:38]([c:39]2[cH:40][cH:41][cH:42][cH:43][cH:44]2)[c:45]2[cH:46][cH:47][cH:48][cH:49][cH:50]2)[cH:51][cH:52][cH:53][cH:54][cH:55]1>>[Cl:1][c:2]1[cH:3][cH:4][c:5](-[c:8]2[s:9][c:10]3[c:11](=[O:26])[n:12](-[c:17]4[cH:18][c:19]([O:24][CH3:25])[c:20]([O:23][CH2:28][CH2:29][N:30]5[C:31](=[O:36])[CH2:32][O:33][CH2:34][CH2:35]5)[cH:21][cH:22]4)[cH:13][cH:14][c:15]3[n:16]2)[cH:6][cH:7]1. Product: COc1cc(-n2ccc3nc(-c4ccc(Cl)cc4)sc3c2=O)ccc1OCCN1CCOCC1=O. Reactants: C1CCOC1, COc1cc(-n2ccc3nc(-c4ccc(Cl)cc4)sc3c2=O)ccc1O, CC(C)OC(=O)N=NC(=O)OC(C)C, O, O=C1COCCN1CCO, c1ccc(P(c2ccccc2)c2ccccc2)cc1. Reactants: N[C@@H](CC(C)C)C(=O)N.Cl (Leu-NH2.HCl), [OH-].[Na+] (NaOH). Run in O (water), CC(=O)N(C)C (DMAC), CC(=O)N(C)C (DMAC). Yields the product solution, N[C@@H](CC(C)C)C(=O)N (Leu-NH2). RXN SMILES: [NH2:1][C@H:2]([C:7]([NH2:9])=[O:8])[CH2:3][CH:4]([CH3:6])[CH3:5].Cl.[OH-].[Na+]>CC(N(C)C)=O.O>[NH2:1][C@H:2]([C:7]([NH2:9])=[O:8])[CH2:3][CH:4]([CH3:6])[CH3:5] |f:0.1,2.3|. Procedure details: 1.25M solution of Leu-NH2 in DMAC was prepared by dissolving Leu-NH2.HCl (1.33 g, 7.98 mmol) in 5.0 mL of water, titrating to pH 8.0 with 1M NaOH, lyophilizing, and taking up the residue in 6.4 ml of DMAC. The NaCl precipitate was removed by filtering through a fine glass frit to give a clear solution of pH 9.25. The reactants are [BH3-]C#N, O=C([O-])O, CO, C[O-], COc1cnc(C=O)cc1C, CO, CC(=O)O, ClC(Cl)Cl, Cl, COc1cnc2ccc(=O)n(CCN3CCC(N)CC3)c2c1, [Na+], [Na+], [Na+], O. Product: COc1cnc2ccc(=O)n(CCN3CCC(NCc4cc(C)c(OC)cn4)CC3)c2c1. Reaction SMILES: [C:40]([BH3-:41])#[N:42].[C:44](=[O:45])([O-:46])[OH:47].[CH3:24][OH:25].[CH3:26][O-:27].[CH3:29][O:30][c:31]1[c:32]([CH3:39])[cH:33][c:34]([CH:37]=[O:38])[n:35][cH:36]1.[CH3:49][OH:50].[CH3:56][C:57](=[O:58])[OH:59].[CH:52]([Cl:53])([Cl:54])[Cl:55].[ClH:1].[NH2:2][CH:3]1[CH2:4][CH2:5][N:6]([CH2:9][CH2:10][n:11]2[c:12](=[O:23])[cH:13][cH:14][c:15]3[n:16][cH:17][c:18]([O:21][CH3:22])[cH:19][c:20]23)[CH2:7][CH2:8]1.[Na+:28].[Na+:43].[Na+:48].[OH2:51]>>[NH:2]([CH:3]1[CH2:4][CH2:5][N:6]([CH2:9][CH2:10][n:11]2[c:12](=[O:23])[cH:13][cH:14][c:15]3[n:16][cH:17][c:18]([O:21][CH3:22])[cH:19][c:20]23)[CH2:7][CH2:8]1)[CH2:37][c:34]1[cH:33][c:32]([CH3:39])[c:31]([O:30][CH3:29])[cH:36][n:35]1. The reactants are C, O=C(COCCCOCc1ccccc1)CC(=O)OCCC(c1ccccc1)c1ccccc1, CCO, [Pd]. Yields the product O=C(COCCCO)CC(=O)OCCC(c1ccccc1)c1ccccc1. Reaction SMILES: [C:35].[CH2:1]([c:2]1[cH:3][cH:4][cH:5][cH:6][cH:7]1)[O:8][CH2:9][CH2:10][CH2:11][O:12][CH2:13][C:14]([CH2:15][C:16](=[O:17])[O:18][CH2:19][CH2:20][CH:21]([c:22]1[cH:23][cH:24][cH:25][cH:26][cH:27]1)[c:28]1[cH:29][cH:30][cH:31][cH:32][cH:33]1)=[O:34].[CH3:37][CH2:38][OH:39].[Pd:36]>>[OH:8][CH2:9][CH2:10][CH2:11][O:12][CH2:13][C:14]([CH2:15][C:16](=[O:17])[O:18][CH2:19][CH2:20][CH:21]([c:22]1[cH:23][cH:24][cH:25][cH:26][cH:27]1)[c:28]1[cH:29][cH:30][cH:31][cH:32][cH:33]1)=[O:34]. Reactants: NC(=O)c1cc(Cl)ccn1, O=C(Nc1ccc(Oc2ccncc2-c2ccc(CCO)cc2)c(F)c1)c1cccn(-c2ccccc2)c1=O, Nc1cc(F)c(O)c(F)c1. Product: NC(=O)c1cc(Oc2c(F)cc(N)cc2F)ccn1. Reaction SMILES: [Cl:1][c:2]1[cH:3][c:4]([C:8](=[O:9])[NH2:10])[n:5][cH:6][cH:7]1.[F:11][c:12]1[cH:13][c:14]([NH:15][C:16]([c:17]2[c:18](=[O:19])[n:20](-[c:21]3[cH:22][cH:23][cH:24][cH:25][cH:26]3)[cH:27][cH:28][cH:29]2)=[O:30])[cH:31][cH:32][c:33]1[O:34][c:35]1[cH:36][cH:37][n:38][cH:39][c:40]1-[c:41]1[cH:42][cH:43][c:44]([CH2:45][CH2:46][OH:47])[cH:48][cH:49]1.[NH2:50][c:51]1[cH:52][c:53]([F:59])[c:54]([OH:58])[c:55]([F:57])[cH:56]1>>[c:2]1([O:58][c:54]2[c:53]([F:59])[cH:52][c:51]([NH2:50])[cH:56][c:55]2[F:57])[cH:3][c:4]([C:8](=[O:9])[NH2:10])[n:5][cH:6][cH:7]1.